From a dataset of the Open Reaction Database (ORD), a public repository of structured organic reaction records. describe an organic reaction: reactants, conditions, products, and yield Starting materials: C(C)OC(=O)C=1C(OC2=C(C1C1=CC=CC=C1)C=C(C=C2)Cl)=O (6-chloro-2-oxo-4-phenyl-2H-1-benzopyran-3-carboxylic acid ethyl ester), [H][H] (hydrogen). Reagents/catalysts: [Pt]=O (platinum oxide). Solvent: C(C)O (ethanol). The product is C(C)OC(=O)C1C(OC2=C(C1C1=CC=CC=C1)C=C(C=C2)Cl)=O (6-chloro-3,4-dihydro-2-oxo-4-phenyl-2H-1-benzopyran-3-carboxylic acid ethyl ester). Isolated yield 50.6%. Reaction SMILES: [CH2:1]([O:3][C:4]([C:6]1[C:7](=[O:23])[O:8][C:9]2[CH:21]=[CH:20][C:19]([Cl:22])=[CH:18][C:10]=2[C:11]=1[C:12]1[CH:17]=[CH:16][CH:15]=[CH:14][CH:13]=1)=[O:5])[CH3:2].[H][H]>C(O)C.[Pt]=O>[CH2:1]([O:3][C:4]([CH:6]1[CH:11]([C:12]2[CH:17]=[CH:16][CH:15]=[CH:14][CH:13]=2)[C:10]2[CH:18]=[C:19]([Cl:22])[CH:20]=[CH:21][C:9]=2[O:8][C:7]1=[O:23])=[O:5])[CH3:2]. Procedure: To a solution of 6-chloro-2-oxo-4-phenyl-2H-1-benzopyran-3-carboxylic acid ethyl ester (4.4 g) in ethanol (300 ml) was added platinum oxide (0.30 g), followed by stirring at room temperature in a hydrogen atmosphere (3 to 4 atm) for 3 hours. After the catalyst was filtered off, the filtrate was distilled to remove the solvent, followed by treatment of the residue with isopropyl ether, to yield 6-chloro-3,4-dihydro-2-oxo-4-phenyl-2H-1-benzopyran-3-carboxylic acid ethyl ester as colorless crystals... The reactants are example 9 ( a ), O1CC1COC1=CC2=C(CCC(O2)C)C=C1 (1,2-epoxy-3-(2-methyl-3,4-dihydro-2H-1-benzopyrane-7-yloxy)-propane), NC(C)C (2-aminopropane). Yields the product CC1OC2=C(CC1)C=CC(=C2)OCC(CNC(C)C)O (1-(2-methyl-3,4-dihydro-2H-1-benzopyrane-7-yloxy)-3-(1-methylethylamino)-2-propanol). Reaction SMILES: [O:1]1[CH:3]([CH2:4][O:5][C:6]2[CH:16]=[CH:15][C:9]3[CH2:10][CH2:11][CH:12]([CH3:14])[O:13][C:8]=3[CH:7]=2)[CH2:2]1.[NH2:17][CH:18]([CH3:20])[CH3:19]>>[CH3:14][CH:12]1[CH2:11][CH2:10][C:9]2[CH:15]=[CH:16][C:6]([O:5][CH2:4][CH:3]([OH:1])[CH2:2][NH:17][CH:18]([CH3:20])[CH3:19])=[CH:7][C:8]=2[O:13]1. Procedure details: Following the process of example 9 (a) and reacting 1,2-epoxy-3-(2-methyl-3,4-dihydro-2H-1-benzopyrane-7-yloxy)-propane with 2-aminopropane, 1-(2-methyl-3,4-dihydro-2H-1-benzopyrane-7-yloxy)-3-(1-methylethylamino)-2-propanol was obtained as a base (m.p. 79°-81° C.). The reactants are NC1=C2C=C(N(C2=CC=C1OC1=C(C=C(C=C1)CC(=O)OCC)OC)C)C (Ethyl 2-(4-(4-amino-1,2-dimethyl-1H-indol-5-yloxy)-3-methoxyphenyl)acetate), ClC1=C(C=CC(=C1)Cl)S(=O)(=O)Cl (2,4-dichlorobenzenesulfonyl chloride). Run in N1=CC=CC=C1 (pyridine). Conditions: time 2 hour. The product is ClC1=C(C=CC(=C1)Cl)S(=O)(=O)NC1=C2C=C(N(C2=CC=C1OC1=C(C=C(C=C1)CC(=O)OCC)OC)C)C (Ethyl 2-(4-(4-(2,4-dichlorophenylsulfonamido)-1,2-dimethyl-1H-indol-5-yloxy)-3-methoxyphenyl)acetate). Reaction SMILES: [NH2:1][C:2]1[C:10]([O:11][C:12]2[CH:17]=[CH:16][C:15]([CH2:18][C:19]([O:21][CH2:22][CH3:23])=[O:20])=[CH:14][C:13]=2[O:24][CH3:25])=[CH:9][CH:8]=[C:7]2[C:3]=1[CH:4]=[C:5]([CH3:27])[N:6]2[CH3:26].[Cl:28][C:29]1[CH:34]=[C:33]([Cl:35])[CH:32]=[CH:31][C:30]=1[S:36](Cl)(=[O:38])=[O:37]>N1C=CC=CC=1>[Cl:28][C:29]1[CH:34]=[C:33]([Cl:35])[CH:32]=[CH:31][C:30]=1[S:36]([NH:1][C:2]1[C:10]([O:11][C:12]2[CH:17]=[CH:16][C:15]([CH2:18][C:19]([O:21][CH2:22][CH3:23])=[O:20])=[CH:14][C:13]=2[O:24][CH3:25])=[CH:9][CH:8]=[C:7]2[C:3]=1[CH:4]=[C:5]([CH3:27])[N:6]2[CH3:26])(=[O:38])=[O:37]. Procedure details: To a room temperature solution of 3.3 (29 mg, 0.079 mmol) dissolved in pyridine (2 mL) was added 2,4-dichlorobenzenesulfonyl chloride (21 mg, 0.087 mmol). The resulting red solution was stirred at room temperature for 2 h, after which time HPLC indicated no 3.3 remained. The reaction solution was concentrated in vacuo on a rotary evaporator and the concentrate partitioned between ethyl acetate and saturated aqueous sodium bicarbonate solution. The organic separation was washed with water then br...